Task: describe an organic reaction: reactants, conditions, products, and yield. Dataset: the Open Reaction Database (ORD), a public repository of structured organic reaction records Procedure details: In a manner similar to that described in Example IV, 5.0 grams (30 millimoles) of 4-(3,4-methylenedioxyphenethylamine is added dropwise with stirring at ambient temperature to 4.5 grams (31 millimoles) of ethyl propionylacetate and the stirring continued for about 12 hours at ambient temperature. Thereafter, the mixture is diluted with 250 milliliters of diethyl ether and the resulting ether solution washed with 50 milliliters of brine and then dried over sodium sulfate. The ether is vaporized o... As a reaction SMILES: [CH2:1]1[O:12][C:11]2[CH:10]=[CH:9][C:5]([CH2:6][CH2:7][NH2:8])=[CH:4][C:3]=2[O:2]1.[C:13]([CH2:17][C:18]([O:20][CH2:21][CH3:22])=[O:19])(=O)[CH2:14][CH3:15]>C(OCC)C>[CH2:1]1[O:12][C:11]2[CH:10]=[CH:9][C:5]([CH2:6][CH2:7][NH:8][C:13]([CH2:14][CH3:15])=[CH:17][C:18]([O:20][CH2:21][CH3:22])=[O:19])=[CH:4][C:3]=2[O:2]1. Product: C1OC=2C=C(C=CC2O1)CCNC(=CC(=O)OCC)CC (ethyl 3-[2-(3,4-methylenedioxyphenyl)ethyl]amino-2-pentenoate). Run at time 12 hour. The reactants are C1OC=2C=C(CCN)C=CC2O1 (3,4-methylenedioxyphenethylamine), C(CC)(=O)CC(=O)OCC (ethyl propionylacetate). Run in C(C)OCC (diethyl ether). Reactants: O=C([O-])[O-], CCOC(=O)c1cn[nH]c(=O)c1, CI, CCOC(C)=O, [K+], [K+], CN(C)C=O, O. Yields the product CCOC(=O)c1cnn(C)c(=O)c1. RXN SMILES: [C:13](=[O:14])([O-:15])[O-:16].[CH2:1]([CH3:2])[O:3][C:4](=[O:5])[c:6]1[cH:7][n:8][nH:9][c:10](=[O:12])[cH:11]1.[CH3:19][I:20].[CH3:21][CH2:22][O:23][C:24](=[O:25])[CH3:26].[K+:17].[K+:18].[O:27]=[CH:28][N:29]([CH3:30])[CH3:31].[OH2:32]>>[CH2:1]([CH3:2])[O:3][C:4](=[O:5])[c:6]1[cH:7][n:8][n:9]([CH3:13])[c:10](=[O:12])[cH:11]1. Starting materials: ClC(C(=O)OC)C1=C(C(=CC(=C1)Cl)C)OC (methyl alpha-chloro-alpha-(5-chloro-2-methoxy-3-methylphenyl)acetate), S1C(NC(C1)=O)=O (thiazolidine-2,4-dione). Yields the product OC(C(=O)O)C1=C(C(=CC(=C1)Cl)C)OC (alpha-Hydroxy-alpha-(5-Chloro-2-Methoxy-3-Methylphenyl)Acetic Acid). Reaction SMILES: Cl[CH:2]([C:7]1[CH:12]=[C:11]([Cl:13])[CH:10]=[C:9]([CH3:14])[C:8]=1[O:15][CH3:16])[C:3]([O:5]C)=[O:4].S1CC(=[O:22])NC1=O>>[OH:22][CH:2]([C:7]1[CH:12]=[C:11]([Cl:13])[CH:10]=[C:9]([CH3:14])[C:8]=1[O:15][CH3:16])[C:3]([OH:5])=[O:4]. Procedure details: It was converted to methyl alpha-chloro-alpha-(5-chloro-2-methoxy-3-methylphenyl)acetate by the chlorination/esterification procedure of Preparation A. The product was used directly to prepare the thiazolidine-2,4-dione of Example 4. Starting materials: N1([C@H](C(=O)OC(C)(C)C)CCC1)C(=O)OCC1=CC=CC=C1 (Z-Pro-OtBu), [H][H] (hydrogen). The reagents and catalysts are [Pd] (Pd on charcoal). Solvent: CO (methanol). Product: N1[C@H](C(=O)OC(C)(C)C)CCC1 (H-Pro-OtBu). RXN SMILES: [N:1]1(C(OCC2C=CC=CC=2)=O)[CH2:12][CH2:11][CH2:10][C@H:2]1[C:3]([O:5][C:6]([CH3:9])([CH3:8])[CH3:7])=[O:4].[H][H]>CO.[Pd]>[NH:1]1[CH2:12][CH2:11][CH2:10][C@H:2]1[C:3]([O:5][C:6]([CH3:8])([CH3:9])[CH3:7])=[O:4]. Procedure: 9.15 g of Z-Pro-OtBu are hydrogenated in 100 ml of methanol and 1.0 g of Pd on charcoal (10%) at room temperature. The hydrogen uptake has ended after 30 minutes. The solution is freed of catalyst by filtration and evaporated in a waterpump vacuum at 30° C. The resulting oil is homogeneous in a thin layer chromatogram on silica gel. Rf = 0.55 in the system chloroform-methanol (1:1). Reactants: BrCCOC=1C=C(C(=O)NC2=CC(=C(C=C2)Cl)C2=NC=CC=C2)C=CC1CS(=O)(=O)C (3-(2-Bromoethoxy)-N-(4-chloro-3-(pyridin-2-yl)phenyl)-4-(methylsulfonylmethyl)benzamide), C([O-])([O-])=O.[K+].[K+] (potassium carbonate), N1(CCNCC1)C(C)=O (1-(piperazin-1-yl)ethanone), C([O-])([O-])=O.[K+].[K+] (potassium carbonate), N1(CCNCC1)C(C)=O (1-(piperazin-1-yl)ethanone). Run in CN(C)C=O (DMF). Reaction conditions: temperature 50 celsius, time 2 hour. Yields the product C(C)(=O)N1CCN(CC1)CCOC=1C=C(C(=O)NC2=CC(=C(C=C2)Cl)C2=NC=CC=C2)C=CC1CS(=O)(=O)C (3-(2-(4-acetylpiperazin-1-yl)ethoxy)-N-(4-chloro-3-(pyridin-2-yl)phenyl)-4-(methylsulfonylmethyl)benzamide). Yield: 33.2%. Reaction SMILES: Br[CH2:2][CH2:3][O:4][C:5]1[CH:6]=[C:7]([CH:24]=[CH:25][C:26]=1[CH2:27][S:28]([CH3:31])(=[O:30])=[O:29])[C:8]([NH:10][C:11]1[CH:16]=[CH:15][C:14]([Cl:17])=[C:13]([C:18]2[CH:23]=[CH:22][CH:21]=[CH:20][N:19]=2)[CH:12]=1)=[O:9].C(=O)([O-])[O-].[K+].[K+].[N:38]1([C:44](=[O:46])[CH3:45])[CH2:43][CH2:42][NH:41][CH2:40][CH2:39]1>CN(C=O)C>[C:44]([N:38]1[CH2:43][CH2:42][N:41]([CH2:2][CH2:3][O:4][C:5]2[CH:6]=[C:7]([CH:24]=[CH:25][C:26]=2[CH2:27][S:28]([CH3:31])(=[O:30])=[O:29])[C:8]([NH:10][C:11]2[CH:16]=[CH:15][C:14]([Cl:17])=[C:13]([C:18]3[CH:23]=[CH:22][CH:21]=[CH:20][N:19]=3)[CH:12]=2)=[O:9])[CH2:40][CH2:39]1)(=[O:46])[CH3:45] |f:1.2.3|. Reported procedure: 3-(2-Bromoethoxy)-N-(4-chloro-3-(pyridin-2-yl)phenyl)-4-(methylsulfonylmethyl)benzamide (50 mg, 0.095 mmol) was dissolved in DMF (1.0 ml) and treated with potassium carbonate (18 mg, 0.13 mmol) and 1-(piperazin-1-yl)ethanone (15 mg, 0.11 mmol) for 18 hours. The reaction was heated for 2.0 hours at 50° C., then additional potassium carbonate (18 mg, 0.13 mmol) and 1-(piperazin-1-yl)ethanone (15 mg, 0.11 mmol) was added. After 2 hours, the reaction was quenched in 5% NaOH and extracted with ethyl ... Reactants: CCN1CCc2ccc(N)cc2CC1, COCCO, NC(=O)C1CCCC1Nc1nc(Cl)ncc1Cl. As a reaction SMILES: [CH2:18]([CH3:19])[N:20]1[CH2:21][CH2:22][c:23]2[c:24]([cH:27][c:28]([NH2:31])[cH:29][cH:30]2)[CH2:25][CH2:26]1.[CH3:32][O:33][CH2:34][CH2:35][OH:36].[Cl:1][c:2]1[n:3][cH:4][c:5]([Cl:17])[c:6]([NH:8][CH:9]2[CH:10]([C:14](=[O:15])[NH2:16])[CH2:11][CH2:12][CH2:13]2)[n:7]1>>[c:2]1([NH:31][c:28]2[cH:27][c:24]3[c:23]([cH:30][cH:29]2)[CH2:22][CH2:21][N:20]([CH2:18][CH3:19])[CH2:26][CH2:25]3)[n:3][cH:4][c:5]([Cl:17])[c:6]([NH:8][CH:9]2[CH:10]([C:14](=[O:15])[NH2:16])[CH2:11][CH2:12][CH2:13]2)[n:7]1. Yields the product CCN1CCc2ccc(Nc3ncc(Cl)c(NC4CCCC4C(N)=O)n3)cc2CC1. Starting materials: CC(C)(C)OC(=O)N1CCC(C(=O)O)CC1, CCN=C=NCCCN(C)C, CCN=C=NCCCN(C)C, ClCCl, Cl, N#Cc1ccc2c(c1)c(-c1cccc(N)c1)nn2C1CCCCO1. Yields the product CC(C)(C)OC(=O)N1CCC(C(=O)Nc2cccc(-c3nn(C4CCCCO4)c4ccc(C#N)cc34)c2)CC1. RXN SMILES: [C:1]([CH3:2])([CH3:3])([CH3:4])[O:5][C:6](=[O:7])[N:8]1[CH2:9][CH2:10][CH:11]([C:14](=[O:15])[OH:16])[CH2:12][CH2:13]1.[CH3:18][N:19]([CH3:20])[CH2:21][CH2:22][CH2:23][N:24]=[C:25]=[N:26][CH2:27][CH3:28].[CH3:53][CH2:54][N:55]=[C:56]=[N:57][CH2:58][CH2:59][CH2:60][N:61]([CH3:62])[CH3:63].[Cl:64][CH2:65][Cl:66].[ClH:17].[NH2:29][c:30]1[cH:31][c:32](-[c:36]2[n:37][n:38]([CH:47]3[O:48][CH2:49][CH2:50][CH2:51][CH2:52]3)[c:39]3[cH:40][cH:41][c:42]([C:45]#[N:46])[cH:43][c:44]23)[cH:33][cH:34][cH:35]1>>[C:1]([CH3:2])([CH3:3])([CH3:4])[O:5][C:6](=[O:7])[N:8]1[CH2:9][CH2:10][CH:11]([C:14](=[O:16])[NH:29][c:30]2[cH:31][c:32](-[c:36]3[n:37][n:38]([CH:47]4[O:48][CH2:49][CH2:50][CH2:51][CH2:52]4)[c:39]4[cH:40][cH:41][c:42]([C:45]#[N:46])[cH:43][c:44]34)[cH:33][cH:34][cH:35]2)[CH2:12][CH2:13]1.